From a dataset of the Open Reaction Database (ORD), a public repository of structured organic reaction records. describe an organic reaction: reactants, conditions, products, and yield Reactants: C1CCOC1, CC(C)N(CC(C(=O)N1C(=O)OCC1Cc1ccccc1)c1ccc(Cl)s1)C(=O)OC(C)(C)C, [Li+], [OH-], O, OO. Product: CC(C)N(CC(C(=O)O)c1ccc(Cl)s1)C(=O)OC(C)(C)C. RXN SMILES: [CH2:40]1[O:41][CH2:42][CH2:43][CH2:44]1.[CH2:5]([CH:6]1[CH2:7][O:8][C:9](=[O:10])[N:11]1[C:18]([CH:19]([CH2:20][N:21]([C:22]([O:23][C:24]([CH3:25])([CH3:26])[CH3:27])=[O:28])[CH:29]([CH3:30])[CH3:31])[c:32]1[s:33][c:34]([Cl:37])[cH:35][cH:36]1)=[O:38])[c:12]1[cH:13][cH:14][cH:15][cH:16][cH:17]1.[Li+:1].[OH-:2].[OH2:39].[OH:3][OH:4]>>[O:2]=[C:18]([CH:19]([CH2:20][N:21]([C:22]([O:23][C:24]([CH3:25])([CH3:26])[CH3:27])=[O:28])[CH:29]([CH3:30])[CH3:31])[c:32]1[s:33][c:34]([Cl:37])[cH:35][cH:36]1)[OH:38]. Starting materials: O=C(C(=O)OCC)NC1=CC(=CC=C1)C(F)(F)F (ethyl oxo{[3-(trifluoromethyl)phenyl]amino}acetate), NCC(C)O (1-Amino-2-propanol). Run in C(C)O (Ethanol), C(C)O (ethanol). Reaction conditions: temperature 22.5 celsius, time 1 hour. Yields the product OC(CNC(C(=O)NC1=CC(=CC=C1)C(F)(F)F)=O)C (N-(2-Hydroxypropyl)-N′-[3-(trifluoromethyl)-phenyl]ethanediamide). Yield: 84.3%. RXN SMILES: [O:1]=[C:2]([NH:8][C:9]1[CH:14]=[CH:13][CH:12]=[C:11]([C:15]([F:18])([F:17])[F:16])[CH:10]=1)[C:3]([O:5]CC)=O.[NH2:19][CH2:20][CH:21]([OH:23])[CH3:22]>C(O)C>[OH:23][CH:21]([CH3:22])[CH2:20][NH:19][C:3](=[O:5])[C:2]([NH:8][C:9]1[CH:14]=[CH:13][CH:12]=[C:11]([C:15]([F:16])([F:17])[F:18])[CH:10]=1)=[O:1]. Procedure details: Ethanol (1.27 L) and ethyl oxo{[3-(trifluoromethyl)phenyl]amino}acetate (243.15 g, 1 eq) were heated to reflux. 1-Amino-2-propanol (73.2 g, 1.05 eq) in ethanol (0.29 L) was added to the reaction mixture over 1 hour. The reaction mixture was held at reflux for a further 3 hours and then cooled to 20-25° C. The solvent was removed on a rotary evaporator and the resulting white solid was dissolved in ethyl acetate (1.6 L). The solution was reduced in volume by 80% by distillation at atmospheric pre... Reactants: BrC=1C=C2C(=NC1)OC1=CC=C(C=C1[C@]21N=C(OC1)N)C=1C=NC=NC1 ((S)-3-bromo-7-(pyrimidin-5-yl)-5′H-spiro[chromeno[2,3-b]pyridine-5,4′-oxazol]-2′-amine), O1CCC(=CC1)B1OC(C(O1)(C)C)(C)C (2-(3,6-dihydro-2H-pyran-4-yl)-4,4,5,5-tetramethyl-1,3,2-dioxaborolane), C([O-])([O-])=O.[K+].[K+] (potassium carbonate), aq. solution. The reagents and catalysts are C=1C=CC(=CC1)[P](C=2C=CC=CC2)(C=3C=CC=CC3)[Pd]([P](C=4C=CC=CC4)(C=5C=CC=CC5)C=6C=CC=CC6)([P](C=7C=CC=CC7)(C=8C=CC=CC8)C=9C=CC=CC9)[P](C=1C=CC=CC1)(C=1C=CC=CC1)C=1C=CC=CC1 (tetrakis(triphenylphosphine)palladium). Run in C1CCOC1 (THF). Run at time 5 hour. Yields the product O1CCC(=CC1)C=1C=C2C(=NC1)OC1=CC=C(C=C1[C@]21N=C(OC1)N)C=1C=NC=NC1 ((S)-3-(3,6-dihydro-2H-pyran-4-yl)-7-(pyrimidin-5-yl)-5′H-spiro[chromeno[2,3-b]pyridine-5,4′-oxazol]-2′-amine). Reaction SMILES: Br[C:2]1[CH:3]=[C:4]2[C@:15]3([CH2:19][O:18][C:17]([NH2:20])=[N:16]3)[C:14]3[C:9](=[CH:10][CH:11]=[C:12]([C:21]4[CH:22]=[N:23][CH:24]=[N:25][CH:26]=4)[CH:13]=3)[O:8][C:5]2=[N:6][CH:7]=1.[O:27]1[CH2:32][CH:31]=[C:30](B2OC(C)(C)C(C)(C)O2)[CH2:29][CH2:28]1.C(=O)([O-])[O-].[K+].[K+]>C1C=CC([P]([Pd]([P](C2C=CC=CC=2)(C2C=CC=CC=2)C2C=CC=CC=2)([P](C2C=CC=CC=2)(C2C=CC=CC=2)C2C=CC=CC=2)[P](C2C=CC=CC=2)(C2C=CC=CC=2)C2C=CC=CC=2)(C2C=CC=CC=2)C2C=CC=CC=2)=CC=1.C1COCC1>[O:27]1[CH2:28][CH:29]=[C:30]([C:2]2[CH:3]=[C:4]3[C@:15]4([CH2:19][O:18][C:17]([NH2:20])=[N:16]4)[C:14]4[C:9](=[CH:10][CH:11]=[C:12]([C:21]5[CH:22]=[N:23][CH:24]=[N:25][CH:26]=5)[CH:13]=4)[O:8][C:5]3=[N:6][CH:7]=2)[CH2:31][CH2:32]1 |f:2.3.4,^1:51,53,72,91|. Procedure details: A 10-20 mL microwave vial was charged with (S)-3-bromo-7-iodo-5′H-spiro[chromeno[2,3-b]pyridine-5,4′-oxazol]-2′-amine (503 mg, 1.098 mmol), pyrimidin-5-ylboronic acid (143 mg, 1.153 mmol), pd(ph3p)4 (127 mg, 0.110 mmol). The vial was flushed with Ar(g), then THF (5489 μL, 1.098 mmol) and potassium carbonate (1.5 M) (1464 μL, 2.195 mmol) (aq. solution) were added in sequence. The vial was sealed and heated at 110° C. for 2 hours. The mixture was diluted with water and extracted with 10% i-PrOH/Et... The reactants are BrCCOC1=C(C=C(C=C1)[N+](=O)[O-])OC (1-(2-bromoethoxy)-2-methoxy-4-nitrobenzene), N1CCOCC1 (morpholine). The solvent is ClCCl.CO (dichloromethane methanol). The product is COC1=C(OCCN2CCOCC2)C=CC(=C1)[N+](=O)[O-] (4-[2-(2-methoxy-4-nitrophenoxy)ethyl]morpholine). Reaction SMILES: Br[CH2:2][CH2:3][O:4][C:5]1[CH:10]=[CH:9][C:8]([N+:11]([O-:13])=[O:12])=[CH:7][C:6]=1[O:14][CH3:15].[NH:16]1[CH2:21][CH2:20][O:19][CH2:18][CH2:17]1>ClCCl.CO>[CH3:15][O:14][C:6]1[CH:7]=[C:8]([N+:11]([O-:13])=[O:12])[CH:9]=[CH:10][C:5]=1[O:4][CH2:3][CH2:2][N:16]1[CH2:21][CH2:20][O:19][CH2:18][CH2:17]1 |f:2.3|. Reported procedure: Prepared analogously to Example 1.1.c. from 1-(2-bromoethoxy)-2-methoxy-4-nitrobenzene and morpholine. Yield: 0.3 g (39.4% of theory); C13H18N2O5 (M=282.29); calc.: molecular ion peak (M+H)+: 283; found: molecular ion peak (M+H)+: 283; Rf value: 0.6 (silica gel, dichloromethane/methanol (9:1)). The reactants are OCCCBr, CC#N, C1CN2CCN1CC2. Product: [Br-], OCCC[N+]12CCN(CC1)CC2. As a reaction SMILES: [Br:1][CH2:2][CH2:3][CH2:4][OH:5].[CH3:14][C:15]#[N:16].[N:6]12[CH2:7][CH2:8][N:9]([CH2:10][CH2:11]1)[CH2:12][CH2:13]2>>[Br-:1].[CH2:2]([CH2:3][CH2:4][OH:5])[N+:6]12[CH2:7][CH2:8][N:9]([CH2:10][CH2:11]1)[CH2:12][CH2:13]2. The reactants are Clc1ncc(Br)cn1, CC(C)(C)OC(=O)Nc1ccccc1NC(=O)c1ccc(B2OC(C)(C)C(C)(C)O2)cc1, O=C([O-])O, COCCOC, [Na+], [Pd], c1ccc(P(c2ccccc2)c2ccccc2)cc1, c1ccc(P(c2ccccc2)c2ccccc2)cc1, c1ccc(P(c2ccccc2)c2ccccc2)cc1, c1ccc(P(c2ccccc2)c2ccccc2)cc1. Product: CC(C)(C)OC(=O)Nc1ccccc1NC(=O)c1ccc(-c2cnc(Cl)nc2)cc1. Reaction SMILES: [Br:33][c:34]1[cH:35][n:36][c:37]([Cl:40])[n:38][cH:39]1.[C:1]([CH3:2])([CH3:3])([CH3:4])[O:5][C:6](=[O:7])[NH:8][c:9]1[c:10]([NH:15][C:16]([c:17]2[cH:18][cH:19][c:20]([B:23]3[O:24][C:25]([CH3:26])([CH3:27])[C:28]([CH3:29])([CH3:30])[O:31]3)[cH:21][cH:22]2)=[O:32])[cH:11][cH:12][cH:13][cH:14]1.[C:41](=[O:42])([O-:43])[OH:44].[CH3:123][O:124][CH2:125][CH2:126][O:127][CH3:128].[Na+:45].[Pd:46].[c:104]1([P:105]([c:106]2[cH:107][cH:108][cH:109][cH:110][cH:111]2)[c:112]2[cH:113][cH:114][cH:115][cH:116][cH:117]2)[cH:118][cH:119][cH:120][cH:121][cH:122]1.[c:47]1([P:48]([c:49]2[cH:50][cH:51][cH:52][cH:53][cH:54]2)[c:55]2[cH:56][cH:57][cH:58][cH:59][cH:60]2)[cH:61][cH:62][cH:63][cH:64][cH:65]1.[c:66]1([P:67]([c:68]2[cH:69][cH:70][cH:71][cH:72][cH:73]2)[c:74]2[cH:75][cH:76][cH:77][cH:78][cH:79]2)[cH:80][cH:81][cH:82][cH:83][cH:84]1.[c:85]1([P:86]([c:87]2[cH:88][cH:89][cH:90][cH:91][cH:92]2)[c:93]2[cH:94][cH:95][cH:96][cH:97][cH:98]2)[cH:99][cH:100][cH:101][cH:102][cH:103]1>>[C:1]([CH3:2])([CH3:3])([CH3:4])[O:5][C:6](=[O:7])[NH:8][c:9]1[c:10]([NH:15][C:16]([c:17]2[cH:18][cH:19][c:20](-[c:34]3[cH:35][n:36][c:37]([Cl:40])[n:38][cH:39]3)[cH:21][cH:22]2)=[O:32])[cH:11][cH:12][cH:13][cH:14]1.